From a dataset of the Open Reaction Database (ORD), a public repository of structured organic reaction records. describe an organic reaction: reactants, conditions, products, and yield Starting materials: CCOC(=O)c1cn(C)c(=O)cc1Cl, CCOC(C)=O, O=C1CCC(=O)N1Cl, CN(C)C=O. The product is CCOC(=O)c1cn(C)c(=O)c(Cl)c1Cl. Reaction SMILES: [CH2:1]([CH3:2])[O:3][C:4](=[O:5])[c:6]1[cH:7][n:8]([CH3:14])[c:9](=[O:13])[cH:10][c:11]1[Cl:12].[CH3:28][CH2:29][O:30][C:31]([CH3:32])=[O:33].[Cl:15][N:16]1[C:17](=[O:18])[CH2:19][CH2:20][C:21]1=[O:22].[O:23]=[CH:24][N:25]([CH3:26])[CH3:27]>>[CH2:1]([CH3:2])[O:3][C:4](=[O:5])[c:6]1[cH:7][n:8]([CH3:14])[c:9](=[O:13])[c:10]([Cl:15])[c:11]1[Cl:12]. Reactants: FC(C1=CC(=NC=C1)NC(=O)C=1C=C2C(=NN=C(C2=CC1)OC)OC)(F)F (1,4-dimethoxy-phthalazine-6-carboxylic acid (4-trifluoromethyl-pyridin-2-yl)-amide), Br (HBr), [OH-].[Na+] (NaOH). Run in O1CCOCC1 (dioxane). Run at time 18 hour. Product: FC(C1=CC(=NC=C1)NC(=O)C=1C=C2C(=NN=C(C2=CC1)OC)O)(F)F (4-hydroxy-1-methoxy-phthalazine-6-carboxylic acid (4-trifluoromethyl-pyridin-2-yl)-amide). Isolated yield 2.2%. Reaction SMILES: [F:1][C:2]([F:27])([F:26])[C:3]1[CH:8]=[CH:7][N:6]=[C:5]([NH:9][C:10]([C:12]2[CH:13]=[C:14]3[C:19](=[CH:20][CH:21]=2)[C:18]([O:22][CH3:23])=[N:17][N:16]=[C:15]3[O:24]C)=[O:11])[CH:4]=1.Br.[OH-].[Na+]>O1CCOCC1>[F:26][C:2]([F:1])([F:27])[C:3]1[CH:8]=[CH:7][N:6]=[C:5]([NH:9][C:10]([C:12]2[CH:13]=[C:14]3[C:19](=[CH:20][CH:21]=2)[C:18]([O:22][CH3:23])=[N:17][N:16]=[C:15]3[OH:24])=[O:11])[CH:4]=1 |f:2.3|. Procedure: A mixture of 1,4-dimethoxy-phthalazine-6-carboxylic acid (4-trifluoromethyl-pyridin-2-yl)-amide (0.24 g, 0.634 mmol), dioxane (3 mL) and 48% HBr (0.1 mL) was stirred at room temperature for 18 hours. The reaction was poured onto water, neutralized with 2N NaOH and extracted with EtOAc. The combined organic layers were washed with water, brine and dried (Na2SO4). Chromatography (Hex/EtOAc) afforded 4-hydroxy-1-methoxy-phthalazine-6-carboxylic acid (4-trifluoromethyl-pyridin-2-yl)-amide (5 mg), m/... Starting materials: CN1CC2=CC(=CC=C2CC1)[N+](=O)[O-] (2-Methyl-7-nitro-1,2,3,4-tetrahydroisoquinoline). Reagents/catalysts: [Pd] (Pd/C). Solvent: CCOC(=O)C (EtOAc). Run at time 15 hour. Yields the product CN1CC2=CC(=CC=C2CC1)N (2-methyl-1,2,3,4-tetrahydro-7-isoquinolinamine). Isolated yield 86.9%. Reaction SMILES: [CH3:1][N:2]1[CH2:11][CH2:10][C:9]2[C:4](=[CH:5][C:6]([N+:12]([O-])=O)=[CH:7][CH:8]=2)[CH2:3]1>CCOC(C)=O.[Pd]>[CH3:1][N:2]1[CH2:11][CH2:10][C:9]2[C:4](=[CH:5][C:6]([NH2:12])=[CH:7][CH:8]=2)[CH2:3]1. Procedure details: 2-Methyl-7-nitro-1,2,3,4-tetrahydroisoquinoline (3.0 g, 15.6 mmol) was dissolved in EtOAc (10 mL) and stirred vigorously with 10% Pd/C (0.3 g) under a hydrogen atmosphere at 55 PSI. The reaction was stirred for 15 h at rt. The reaction was filtered through celite and concentrated to provide 2.2 g (87%) of the desired 2-methyl-1,2,3,4-tetrahydro-7-isoquinolinamine product as a white powder. 1H NMR (400 MHz, DMSO-d6) δ 6.83 (d, J=8.3 Hz, 1H), 6.44 (d, J=8.0 Hz, 1H), 6.24 (s, 1H), 4.97 (s, 2H), 3.8... As a reaction SMILES: [BH4-:17].[CH3:19][OH:20].[Na+:18].[O:1]=[C:2]([CH2:3][O:4][CH:5]1[O:6][CH2:7][CH2:8][CH2:9][CH2:10]1)[c:11]1[n:12][cH:13][cH:14][cH:15][cH:16]1>>[OH:1][CH:2]([CH2:3][O:4][CH:5]1[O:6][CH2:7][CH2:8][CH2:9][CH2:10]1)[c:11]1[n:12][cH:13][cH:14][cH:15][cH:16]1. The product is OC(COC1CCCCO1)c1ccccn1. The reactants are [BH4-], CO, [Na+], O=C(COC1CCCCO1)c1ccccn1. Starting materials: CC(C)c1nn(Cc2ccc(Br)cc2F)c(=O)c(C(=O)NCC(=O)O)c1O, O=C([O-])[O-], C1COCCO1, CSc1ccc(B(O)O)cc1, Cl, [K+], [K+], O, c1ccc(P(c2ccccc2)(c2ccccc2)[Pd](P(c2ccccc2)(c2ccccc2)c2ccccc2)(P(c2ccccc2)(c2ccccc2)c2ccccc2)P(c2ccccc2)(c2ccccc2)c2ccccc2)cc1. Yields the product CSc1ccc(-c2ccc(Cn3nc(C(C)C)c(O)c(C(=O)NCC(=O)O)c3=O)c(F)c2)cc1. RXN SMILES: [Br:1][c:2]1[cH:3][c:4]([F:27])[c:5]([CH2:8][n:9]2[n:10][c:11]([CH:24]([CH3:25])[CH3:26])[c:12]([OH:23])[c:13]([C:16](=[O:17])[NH:18][CH2:19][C:20](=[O:21])[OH:22])[c:14]2=[O:15])[cH:6][cH:7]1.[C:39](=[O:40])([O-:41])[O-:42].[CH2:124]1[O:125][CH2:126][CH2:127][O:128][CH2:129]1.[CH3:28][S:29][c:30]1[cH:31][cH:32][c:33]([B:36]([OH:37])[OH:38])[cH:34][cH:35]1.[ClH:45].[K+:43].[K+:44].[OH2:46].[cH:47]1[cH:48][cH:49][c:50]([P:51]([Pd:52]([P:53]([c:54]2[cH:55][cH:56][cH:57][cH:58][cH:59]2)([c:60]2[cH:61][cH:62][cH:63][cH:64][cH:65]2)[c:66]2[cH:67][cH:68][cH:69][cH:70][cH:71]2)([P:72]([c:73]2[cH:74][cH:75][cH:76][cH:77][cH:78]2)([c:79]2[cH:80][cH:81][cH:82][cH:83][cH:84]2)[c:85]2[cH:86][cH:87][cH:88][cH:89][cH:90]2)[P:91]([c:92]2[cH:93][cH:94][cH:95][cH:96][cH:97]2)([c:98]2[cH:99][cH:100][cH:101][cH:102][cH:103]2)[c:104]2[cH:105][cH:106][cH:107][cH:108][cH:109]2)([c:110]2[cH:111][cH:112][cH:113][cH:114][cH:115]2)[c:116]2[cH:117][cH:118][cH:119][cH:120][cH:121]2)[cH:122][cH:123]1>>[c:2]1(-[c:33]2[cH:32][cH:31][c:30]([S:29][CH3:28])[cH:35][cH:34]2)[cH:3][c:4]([F:27])[c:5]([CH2:8][n:9]2[n:10][c:11]([CH:24]([CH3:25])[CH3:26])[c:12]([OH:23])[c:13]([C:16](=[O:17])[NH:18][CH2:19][C:20](=[O:21])[OH:22])[c:14]2=[O:15])[cH:6][cH:7]1. The product is [Na+].[O-]C(=O)C(C)C1=CC=C(CC(C)C)C=C1 (Ibuprofen Sodium Salt). Reaction conditions: temperature 20 celsius, time 4 hour. Procedure: A solution of (S)-enriched ibuprofen having an enantiomeric purity of 95.5% (211 kg) in toluene (797 kg) was heated to 60° C. with water (300 l) and aqueous sodium hydroxide solution (52 l--specific gravity 1.5) and allowed to settle for four hours. The aqueous layer was separated and the toluene layer washed with water. The aqueous washings and the aqueous layer were combined and residual toluene removed by distillation. Acetone (1684 kg) was added and the mixture cooled to 20° C. The sodium sa... Reaction SMILES: [OH:1][C:2]([CH:4]([C:6]1[CH:15]=[CH:14][C:9]([CH2:10][CH:11]([CH3:13])[CH3:12])=[CH:8][CH:7]=1)[CH3:5])=[O:3].O.[OH-].[Na+:18]>C1(C)C=CC=CC=1>[Na+:18].[O-:3][C:2]([CH:4]([C:6]1[CH:7]=[CH:8][C:9]([CH2:10][CH:11]([CH3:12])[CH3:13])=[CH:14][CH:15]=1)[CH3:5])=[O:1] |f:2.3,5.6|. Run in C1(=CC=CC=C1)C (toluene). Starting materials: OC(=O)C(C)C1=CC=C(CC(C)C)C=C1 (ibuprofen), O (water), [OH-].[Na+] (sodium hydroxide). Reactants: CC(=O)[O-], CC(C)(C)OC(=O)c1n[nH]c2nc(F)ccc12, [NH4+], O=C(O)C(F)(F)F. The product is NC(=O)c1n[nH]c2nc(F)ccc12. Reaction SMILES: [CH3:19][C:20](=[O:21])[O-:22].[F:1][c:2]1[cH:3][cH:4][c:5]2[c:6]([n:7]1)[nH:8][n:9][c:10]2[C:11]([O:13][C:12]([CH3:14])([CH3:15])[CH3:16])=[O:17].[NH4+:18].[OH:23][C:24]([C:25]([F:26])([F:27])[F:28])=[O:29]>>[F:1][c:2]1[cH:3][cH:4][c:5]2[c:6]([n:7]1)[nH:8][n:9][c:10]2[C:11](=[O:13])[NH2:18]. The reactants are 250, N1=CC=CC=C1 (pyridine), FC1=CC=C2C=CNC2=C1 (6-fluoro-1H-indole), C(C1=CC=CC=C1)(=O)Cl (benzoyl chloride), Cl (hydrochloric acid). Run in O (water). Reaction conditions: time 2 hour. Yields the product 95, C(C1=CC=CC=C1)(=O)N1C=CC(C=C1)C1=CNC2=CC(=CC=C12)F (1-benzoyl-4-(6-fluoro-1H-indol-3-yl)-1,4-dihydropyridine). RXN SMILES: [N:1]1[CH:6]=[CH:5][CH:4]=[CH:3][CH:2]=1.[F:7][C:8]1[CH:16]=[C:15]2[C:11]([CH:12]=[CH:13][NH:14]2)=[CH:10][CH:9]=1.[C:17](Cl)(=[O:24])[C:18]1[CH:23]=[CH:22][CH:21]=[CH:20][CH:19]=1.Cl>O>[C:17]([N:1]1[CH:6]=[CH:5][CH:4]([C:12]2[C:11]3[C:15](=[CH:16][C:8]([F:7])=[CH:9][CH:10]=3)[NH:14][CH:13]=2)[CH:3]=[CH:2]1)(=[O:24])[C:18]1[CH:23]=[CH:22][CH:21]=[CH:20][CH:19]=1. Procedure details: To a stirred mixture of 250 parts of pyridine and 39 parts of 6-fluoro-1H-indole are added dropwise 42 parts of benzoyl chloride at 22° C. Upon completion, stirring is continued for 2 hours at room temperature. The reaction mixture is diluted with water and a hydrochloric acid solution 2 N is added. The product is extracted twice with 350 parts of 1,1'-oxybisethane. The combined extracts are dried, filtered and evaporated. The residue is purified by column-chromatography over silica gel using a ...